describe an organic reaction: reactants, conditions, products, and yield From a dataset of the Open Reaction Database (ORD), a public repository of structured organic reaction records. Solvent: COCCOC (DME). Reaction SMILES: Br[C:2]1[CH:3]=[C:4]([CH:19]=[CH:20][CH:21]=1)[C:5]([NH:7][C:8]1[CH:13]=[CH:12][C:11]([O:14][C:15]([F:18])([F:17])[F:16])=[CH:10][CH:9]=1)=[O:6].CC1(C)C(C)(C)OB([C:30]2[CH:31]=[N:32][CH:33]=[C:34]([CH:37]=2)[C:35]#[N:36])O1.C([O-])([O-])=O.[Na+].[Na+].O>C1C=CC([P]([Pd]([P](C2C=CC=CC=2)(C2C=CC=CC=2)C2C=CC=CC=2)([P](C2C=CC=CC=2)(C2C=CC=CC=2)C2C=CC=CC=2)[P](C2C=CC=CC=2)(C2C=CC=CC=2)C2C=CC=CC=2)(C2C=CC=CC=2)C2C=CC=CC=2)=CC=1.COCCOC>[C:35]([C:34]1[CH:37]=[C:30]([C:2]2[CH:3]=[C:4]([CH:19]=[CH:20][CH:21]=2)[C:5]([NH:7][C:8]2[CH:13]=[CH:12][C:11]([O:14][C:15]([F:18])([F:17])[F:16])=[CH:10][CH:9]=2)=[O:6])[CH:31]=[N:32][CH:33]=1)#[N:36] |f:2.3.4,^1:49,51,70,89|. Reagents/catalysts: C=1C=CC(=CC1)[P](C=2C=CC=CC2)(C=3C=CC=CC3)[Pd]([P](C=4C=CC=CC4)(C=5C=CC=CC5)C=6C=CC=CC6)([P](C=7C=CC=CC7)(C=8C=CC=CC8)C=9C=CC=CC9)[P](C=1C=CC=CC1)(C=1C=CC=CC1)C=1C=CC=CC1 ((Ph3P)4Pd). The product is C(#N)C=1C=C(C=NC1)C=1C=C(C(=O)NC2=CC=C(C=C2)OC(F)(F)F)C=CC1 (3-(5-Cyanopyridin-3-yl)-N-(4-(trifluoromethoxy)phenyl)benzamide). Procedure details: 3-bromo-N-(4-(trifluoromethoxy)phenyl)benzamide (Stage 3.1, 50 mg, 0.139 mmol), 5-(4,4,5,5-Tetramethyl-1,3,2-dioxaborolan-2-yl)nicotinonitrile (0.180 mmol), 2 M Na2CO3 (0.104 mL, 0.208 mmol), (Ph3P)4Pd (8 mg, 6.94 μmol), water (0.8 mL) and DME (2.4 mL) were added to a vial, which was sealed and subjected to MW irradiation at 150° C. for 10 min. The RM was filtered through a PL-Thiol MP SPE cartridge (StratoSpheres™, 6 mL) and the cartridge was washed with MeOH (10 mL). The combined filtrates wer... The reactants are BrC=1C=C(C(=O)NC2=CC=C(C=C2)OC(F)(F)F)C=CC1 (3-bromo-N-(4-(trifluoromethoxy)phenyl)benzamide), CC1(OB(OC1(C)C)C=1C=NC=C(C#N)C1)C (5-(4,4,5,5-Tetramethyl-1,3,2-dioxaborolan-2-yl)nicotinonitrile), C(=O)([O-])[O-].[Na+].[Na+] (Na2CO3), O (water). The reactants are FC1=CC2=C(C(=NO2)C2=CC=C(C=C2)OC[C@@H]2OC2)C=C1 ((R)-6-fluoro-3-(4-oxiranylmethoxy-phenyl)-benzo[d]isoxazole), ClC1=CC=C(CN)C=C1 (4-chlorobenzylamine). Solvent: CN(C=O)C (dimethylformamide), C(C)O (ethanol). Yields the product ClC1=CC=C(CNC[C@H](COC2=CC=C(C=C2)C2=NOC3=C2C=CC(=C3)F)O)C=C1 ((R)-1-(4-chloro-benzylamino)-3-[4-(6-fluoro-benzo[d]isoxazol-3-yl)-phenoxy]-propan-2-ol). Reaction SMILES: [F:1][C:2]1[CH:21]=[CH:20][C:5]2[C:6]([C:9]3[CH:14]=[CH:13][C:12]([O:15][CH2:16][C@H:17]4[CH2:19][O:18]4)=[CH:11][CH:10]=3)=[N:7][O:8][C:4]=2[CH:3]=1.[Cl:22][C:23]1[CH:30]=[CH:29][C:26]([CH2:27][NH2:28])=[CH:25][CH:24]=1>CN(C)C=O.C(O)C>[Cl:22][C:23]1[CH:30]=[CH:29][C:26]([CH2:27][NH:28][CH2:19][C@@H:17]([OH:18])[CH2:16][O:15][C:12]2[CH:11]=[CH:10][C:9]([C:6]3[C:5]4[CH:20]=[CH:21][C:2]([F:1])=[CH:3][C:4]=4[O:8][N:7]=3)=[CH:14][CH:13]=2)=[CH:25][CH:24]=1. Procedure details: The title compound is prepared from a mixture of (R)-6-fluoro-3-(4-oxiranylmethoxy-phenyl)-benzo[d]isoxazole in dimethylformamide and 4-chlorobenzylamine in ethanol, essentially as described above in Example 70. Purity by LC/MS=<100%, [M+H]+=427. Starting materials: OCCNC1=NC(=NC(=N1)NCCO)Cl (2,4-bis-(2-hydroxyethylamino)-6-chloro-1,3,5-triazine), ClC1=C(N)C=CC=C1 (2-chloroaniline), [OH-].[Na+] (sodium hydroxide). Run in O (water), O (water). Reaction conditions: temperature 90 celsius. Product: OCCNC1=NC(=NC(=N1)NCCO)NC1=C(C=CC=C1)Cl (2,4-bis-(2-hydroxyethylamino)-6-(2-chloroanilino)-1,3,5-triazine). The yield is 82.0%. Reaction SMILES: [OH:1][CH2:2][CH2:3][NH:4][C:5]1[N:10]=[C:9]([NH:11][CH2:12][CH2:13][OH:14])[N:8]=[C:7](Cl)[N:6]=1.[Cl:16][C:17]1[CH:23]=[CH:22][CH:21]=[CH:20][C:18]=1[NH2:19].[OH-].[Na+]>O>[OH:1][CH2:2][CH2:3][NH:4][C:5]1[N:10]=[C:9]([NH:11][CH2:12][CH2:13][OH:14])[N:8]=[C:7]([NH:19][C:18]2[CH:20]=[CH:21][CH:22]=[CH:23][C:17]=2[Cl:16])[N:6]=1 |f:2.3|. Reported procedure: 6.8 g (0.053 mol) of 2,4-bis-(2-hydroxyethylamino)-6-chloro-1,3,5-triazine, 11.7 g (0.05 mol) of 2-chloroaniline and 85 ml of water are placed in a 250 ml flask equipped with a stirrer, a dropping funnel, a reflux condenser and a thermometer. The mixture is heated with stirring to 90° C., in the course of which a clear solution is formed. A solution of 2 g of sodium hydroxide in 15 ml of water is added dropwise to this mixture, and the whole mixture is heated under reflux for 3 hours. After cool... Reactants: Cc1cnc(N)s1, COC(=O)C1=C(O)c2cc(C)ccc2S(=O)(=O)N1C, Cc1ccccc1C. Yields the product Cc1ccc2c(c1)C(O)=C(C(=O)Nc1ncc(C)s1)N(C)S2(=O)=O. Reaction SMILES: [NH2:20][c:21]1[s:22][c:23]([CH3:26])[cH:24][n:25]1.[OH:1][C:2]1=[C:3]([C:16]([O:18][CH3:17])=[O:19])[N:4]([CH3:15])[S:5](=[O:13])(=[O:14])[c:6]2[c:7]1[cH:8][c:9]([CH3:12])[cH:10][cH:11]2.[c:27]1([CH3:28])[c:29]([CH3:30])[cH:31][cH:32][cH:33][cH:34]1>>[OH:1][C:2]1=[C:3]([C:16](=[O:18])[NH:20][c:21]2[s:22][c:23]([CH3:26])[cH:24][n:25]2)[N:4]([CH3:15])[S:5](=[O:13])(=[O:14])[c:6]2[c:7]1[cH:8][c:9]([CH3:12])[cH:10][cH:11]2. Reactants: BrC1=CC(=CC=2N=C(OC21)C2=CC=C(C(=O)NCC1CCN(CC1)C1=NC=C(C=C1)C(F)(F)F)C=C2)C#N (4-(7-bromo-5-cyano-1,3-benzoxazol-2-yl)-N-({1-[5-(trifluoromethyl)pyridin-2-yl]piperidin-4-yl}methyl)benzamide), C\C(=C\C)\B(O)O ([(1E)-1-methylprop-1-en-1-yl]boronic acid). Yields the product C(#N)C=1C=C(C2=C(N=C(O2)C2=CC=C(C(=O)NCC3CCN(CC3)C3=NC=C(C=C3)C(F)(F)F)C=C2)C1)\C(=C/C)\C (4-{5-Cyano-7-[(1Z)-1-methylprop-1-en-1-yl]-1,3-benzoxazol-2-yl}-N-({1-[5-(trifluoromethyl)pyridin-2-yl]piperidin-4-yl}methyl)benzamide). RXN SMILES: Br[C:2]1[C:10]2[O:9][C:8]([C:11]3[CH:36]=[CH:35][C:14]([C:15]([NH:17][CH2:18][CH:19]4[CH2:24][CH2:23][N:22]([C:25]5[CH:30]=[CH:29][C:28]([C:31]([F:34])([F:33])[F:32])=[CH:27][N:26]=5)[CH2:21][CH2:20]4)=[O:16])=[CH:13][CH:12]=3)=[N:7][C:6]=2[CH:5]=[C:4]([C:37]#[N:38])[CH:3]=1.[CH3:39]/[C:40](/B(O)O)=[CH:41]/[CH3:42]>>[C:37]([C:4]1[CH:3]=[C:2](/[C:40](/[CH3:39])=[CH:41]\[CH3:42])[C:10]2[O:9][C:8]([C:11]3[CH:36]=[CH:35][C:14]([C:15]([NH:17][CH2:18][CH:19]4[CH2:20][CH2:21][N:22]([C:25]5[CH:30]=[CH:29][C:28]([C:31]([F:32])([F:33])[F:34])=[CH:27][N:26]=5)[CH2:23][CH2:24]4)=[O:16])=[CH:13][CH:12]=3)=[N:7][C:6]=2[CH:5]=1)#[N:38]. Reported procedure: The title compound was prepared from 4-(7-bromo-5-cyano-1,3-benzoxazol-2-yl)-N-({1-[5-(trifluoromethyl)pyridin-2-yl]piperidin-4-yl}methyl)benzamide and [(1E)-1-methylprop-1-en-1-yl]boronic acid by a procedure analogous to that described in EXAMPLE 113, Step B. Mass spectrum (ESI) 560.2 (M+1).